Dataset: the Open Reaction Database (ORD), a public repository of structured organic reaction records. Task: describe an organic reaction: reactants, conditions, products, and yield Yields the product CC(C)(C)c1ccc(C2=CCC(C)(C)c3ccc(C#Cc4ccc(C(=O)O)cc4)cc32)cc1. As a reaction SMILES: [CH2:36]1[O:37][CH2:38][CH2:39][CH2:40]1.[CH3:1][C:2]1([CH3:35])[c:3]2[cH:4][cH:5][c:6]([C:22]#[C:23][c:24]3[cH:25][cH:26][c:27]([C:28](=[O:29])[O:30][CH2:31][CH3:32])[cH:33][cH:34]3)[cH:7][c:8]2[C:9]([c:12]2[cH:13][cH:14][c:15]([C:18]([CH3:19])([CH3:20])[CH3:21])[cH:16][cH:17]2)=[CH:10][CH2:11]1.[OH2:41]>>[CH3:1][C:2]1([CH3:35])[c:3]2[cH:4][cH:5][c:6]([C:22]#[C:23][c:24]3[cH:25][cH:26][c:27]([C:28](=[O:29])[OH:30])[cH:33][cH:34]3)[cH:7][c:8]2[C:9]([c:12]2[cH:13][cH:14][c:15]([C:18]([CH3:19])([CH3:20])[CH3:21])[cH:16][cH:17]2)=[CH:10][CH2:11]1. The reactants are C1CCOC1, CCOC(=O)c1ccc(C#Cc2ccc3c(c2)C(c2ccc(C(C)(C)C)cc2)=CCC3(C)C)cc1, O. Starting materials: C(C(O)CC(=O)[O-])(=O)[O-] (malate), C(CCC(=O)O)(=O)O (succinic acid), reduced carbon, C(=O)(C(=O)O)CC(=O)[O-] (oxaloacetate), O=C[C@H](O)[C@@H](O)[C@H](O)[C@H](O)CO (Glucose), O=C[C@H](O)[C@@H](O)[C@H](O)[C@H](O)CO (glucose), C(CCC(=O)O)(=O)O (succinic acid), C(C=O)(=O)[O-] (glyoxylate), C(CCC(=O)O)(=O)O (succinic acid), C=C(C(=O)O)OP(=O)(O)O (phosphoenolpyruvate), C(CCC(=O)O)(=O)O (succinic acid). Product: OC[C@H](O)[C@@H](O)[C@H](O)[C@H](O)CO (sorbitol), C(CCC(=O)O)(=O)O (succinic acid). As a reaction SMILES: [C:1]([OH:8])(=[O:7])[CH2:2][CH2:3][C:4]([OH:6])=[O:5].C=C(OP(O)(O)=O)C(O)=O.C(CC([O-])=O)(C(O)=O)=O.C([O-])(=O)C(CC([O-])=O)O.C([O-])(=O)C=O.[O:42]=[CH:43][C@@H:44]([C@H:46]([C@@H:48]([C@@H:50]([CH2:52][OH:53])[OH:51])[OH:49])[OH:47])[OH:45]>>[OH:53][CH2:52][C@@H:50]([C@H:48]([C@@H:46]([C@@H:44]([CH2:43][OH:42])[OH:45])[OH:47])[OH:49])[OH:51].[C:1]([OH:8])(=[O:7])[CH2:2][CH2:3][C:4]([OH:6])=[O:5]. Procedure details: Metabolic flux analysis was used to evaluate the effect of different carbon sources on succinic acid production in batch fermentations with A. succinogenes FZ45. The analyses established that the major pathway for succinic acid production in A. succinogenes FZ45 flows in the following manner: phosphoenolpyruvate (PEP→*oxaloacetate (OAA)→malate→fumarate→succinic acid. The glyoxylate shunt and the PEP-transport-system (PTS) appear not to be substantially used in the organism. Glucose fermentations...